describe an organic reaction: reactants, conditions, products, and yield From a dataset of the Open Reaction Database (ORD), a public repository of structured organic reaction records. The reactants are C(C)(C)(C)OC(=O)N(C[C@@H](COC1=CC=CC=C1)O)[C@@H](CC1=CC=C(C=C1)NC(=O)NC=1C=C(C(=O)OCC)C=CC1)CO[Si](C)(C)C (ethyl 3-[[[[4-[(2S)-2-[N-(tert-butoxycarbonyl)-N-[(2S)-2-hydroxy-3-phenoxypropyl]amino]-3-[(trimethylsilyl)oxy]propyl]phenyl]amino]carbonyl]amino]-benzoate), FC(C(=O)O)(F)F (trifluroacetic acid). Solvent: ClCCCl (1,2-dichloroethane). Conditions: time 1 hour. The product is OC[C@H](CC1=CC=C(C=C1)NC(=O)NC=1C=C(C(=O)OCC)C=CC1)NC[C@@H](COC1=CC=CC=C1)O (ethyl 3-[[[[4-[(2S)-3-hydroxy-2-[[(2S)-2-hydroxy-3-phenoxypropyl]amino]propyl]phenyl]amino]carbonyl]amino]-benzoate). Yield: 97.2%. As a reaction SMILES: C(OC([N:8]([C@H:20]([CH2:43][O:44][Si](C)(C)C)[CH2:21][C:22]1[CH:27]=[CH:26][C:25]([NH:28][C:29]([NH:31][C:32]2[CH:33]=[C:34]([CH:40]=[CH:41][CH:42]=2)[C:35]([O:37][CH2:38][CH3:39])=[O:36])=[O:30])=[CH:24][CH:23]=1)[CH2:9][C@H:10]([OH:19])[CH2:11][O:12][C:13]1[CH:18]=[CH:17][CH:16]=[CH:15][CH:14]=1)=O)(C)(C)C.FC(F)(F)C(O)=O>ClCCCl>[OH:44][CH2:43][C@@H:20]([NH:8][CH2:9][C@H:10]([OH:19])[CH2:11][O:12][C:13]1[CH:14]=[CH:15][CH:16]=[CH:17][CH:18]=1)[CH2:21][C:22]1[CH:27]=[CH:26][C:25]([NH:28][C:29]([NH:31][C:32]2[CH:33]=[C:34]([CH:40]=[CH:41][CH:42]=2)[C:35]([O:37][CH2:38][CH3:39])=[O:36])=[O:30])=[CH:24][CH:23]=1. Procedure: To a solution of ethyl 3-[[[[4-[(2S)-2-[N-(tert-butoxycarbonyl)-N-[(2S)-2-hydroxy-3-phenoxypropyl]amino]-3-[(trimethylsilyl)oxy]propyl]phenyl]amino]carbonyl]amino]-benzoate (204 mg) in 1,2-dichloroethane (2.0 ml) was added trifluroacetic acid (2.0 ml) and the solution was stirred at room temperature for 1 hour. The solvent was removed by evaporation and the residue was dissolved in ethyl acetate (10 ml). The solution was washed with aqueous saturated sodium bicarbonate solution (5 ml×1) and brin... The reactants are BrC=1SC=C(N1)CC1=CC=C(C=C1)S(=O)C1=CC=CC=C1 (2-bromo-4-(4-phenylsulfinylbenzyl)thiazole), N1CCNCC1 (piperazine), CS(=O)(=O)O (CH3SO3H). Solvent: C(CCC)O (butanol). Product: C1(=CC=CC=C1)S(=O)C1=CC=C(CC=2N=C(SC2)N2CCNCC2)C=C1 (1-[4-(4-phenylsulfinylbenzyl)-2-thiazolyl]piperazine). Yield: 94.0%. As a reaction SMILES: Br[C:2]1[S:3][CH:4]=[C:5]([CH2:7][C:8]2[CH:13]=[CH:12][C:11]([S:14]([C:16]3[CH:21]=[CH:20][CH:19]=[CH:18][CH:17]=3)=[O:15])=[CH:10][CH:9]=2)[N:6]=1.[NH:22]1[CH2:27][CH2:26][NH:25][CH2:24][CH2:23]1.CS(O)(=O)=O>C(O)CCC>[C:16]1([S:14]([C:11]2[CH:12]=[CH:13][C:8]([CH2:7][C:5]3[N:6]=[C:2]([N:22]4[CH2:27][CH2:26][NH:25][CH2:24][CH2:23]4)[S:3][CH:4]=3)=[CH:9][CH:10]=2)=[O:15])[CH:21]=[CH:20][CH:19]=[CH:18][CH:17]=1. Procedure details: A solution of 6.4 g of 2-bromo-4-(4-phenylsulfinylbenzyl)thiazole (M. P. Kofler: 102° C.) and 6.5 g of anhydrous piperazine in 200 ml of butanol was refluxed for ten hours. Then, the solvent was evaporated and the thus obtained raw oil was taken off with 200 ml of a N solution of CH3SO3H. The insoluble matter was extracted twice with, each time, 20 ml of ether, then alkalized with K2CO3. The thus salted out oil was extracted twice with, each time, 50 ml of chloroform. The chloroform solution was... Reactants: O (water), C(C1=CC=CC=C1)OC1=C2C=CNC2=C(C=C1F)Br (4-(benzyloxy)-7-bromo-5-fluoro-1H-indole), [OH-].[K+] (potassium hydroxide), CI (methyl iodide). Run in CN(C)C=O (DMF). Product: C(C1=CC=CC=C1)OC1=C2C=CN(C2=C(C=C1F)Br)C (4-(benzyloxy)-7-bromo-5-fluoro-1-methyl-1H-indole). Isolated yield 85.5%. As a reaction SMILES: [CH2:1]([O:8][C:9]1[C:17]([F:18])=[CH:16][C:15]([Br:19])=[C:14]2[C:10]=1[CH:11]=[CH:12][NH:13]2)[C:2]1[CH:7]=[CH:6][CH:5]=[CH:4][CH:3]=1.[OH-].[K+].[CH3:22]I.O>CN(C=O)C>[CH2:1]([O:8][C:9]1[C:17]([F:18])=[CH:16][C:15]([Br:19])=[C:14]2[C:10]=1[CH:11]=[CH:12][N:13]2[CH3:22])[C:2]1[CH:3]=[CH:4][CH:5]=[CH:6][CH:7]=1 |f:1.2|. Procedure: A solution of 17-1 (9 g, 28 mmol), potassium hydroxide (2.36 g, 42 mmol) and methyl iodide (6 g, 42 mmol) in DMF (30 mL) was stirred at room temperature for 2 h. The mixture was poured into water (50 mL), extracted with ethyl acetate (3×50 mL). The extracts were washed with water (3×50 mL) and brine (2×50 mL), dried over MgSO4, filtered, and evaporated to afford 33-3 (8 g, 90%) which was used directly in next step. LRMS: calc 333.0 and found: 334.0 [M+1]. Reactants: O1CC[C@@H]2[C@H]1OCC(C2)=O ((3aS,7aR)-Tetrahydro-2H-furo[2,3-b]pyran-5(3H)-one), CCC([BH-](C(CC)C)C(CC)C)C.[Li+] (L-Selectride). The solvent is C(Cl)Cl (CH2Cl2). Reaction conditions: temperature -78 celsius, time 3 hour. Yields the product O1CC[C@@H]2[C@H]1OC[C@@H](C2)O ((3aS,5R,7aR)-Hexahydro-2H-furo[2,3-b]pyran-5-ol). Reaction SMILES: [O:1]1[C@@H:5]2[O:6][CH2:7][C:8](=[O:10])[CH2:9][C@@H:4]2[CH2:3][CH2:2]1.CCC(C)[BH-](C(C)CC)C(C)CC.[Li+]>C(Cl)Cl>[O:1]1[C@@H:5]2[O:6][CH2:7][C@H:8]([OH:10])[CH2:9][C@@H:4]2[CH2:3][CH2:2]1 |f:1.2|. Reported procedure: A solution of the ketone 29 (25 mg, 0.173 mmol) dissolved in CH2Cl2 (5 mL) was cooled to −78° C. under argon. L-Selectride (1M in THF, 200 μL, 0.2 mmol) was added dropwise. The solution was stirred at this temperature for 3 h and quenched by addition of sat. aq. NH4Cl solution. The aqueous phase was extracted with EtOAc, the combined organic extract was dried (Na2SO4), filtered, and evaporated. The crude was purified by column chromatography on silica gel using hexanes/EtOAc (2:1, 1:1, then 1:2)... The reactants are CC(C)O, Cc1cc(Nc2nc(Nc3cc(C)c(C4CCN(C)CC4)cc3F)ncc2Cl)n[nH]1, Cl, Cc1cc(N)c(F)cc1C1CCN(C(=O)OC(C)(C)C)CC1. The product is Cc1cc(Nc2nc(Nc3cc(C)c(C4CCNCC4)cc3F)ncc2Cl)n[nH]1. RXN SMILES: [CH3:54][CH:55]([OH:56])[CH3:57].[Cl:1][c:2]1[c:3]([NH:24][c:25]2[n:26][nH:27][c:28]([CH3:30])[cH:29]2)[n:4][c:5]([NH:8][c:9]2[c:10]([F:23])[cH:11][c:12]([CH:16]3[CH2:17][CH2:18][N:19]([CH3:22])[CH2:20][CH2:21]3)[c:13]([CH3:15])[cH:14]2)[n:6][cH:7]1.[ClH:53].[NH2:31][c:32]1[c:33]([F:34])[cH:35][c:36]([CH:37]2[CH2:38][CH2:39][N:40]([C:41]([O:42][C:43]([CH3:44])([CH3:45])[CH3:46])=[O:47])[CH2:48][CH2:49]2)[c:50]([CH3:51])[cH:52]1>>[Cl:1][c:2]1[c:3]([NH:24][c:25]2[n:26][nH:27][c:28]([CH3:30])[cH:29]2)[n:4][c:5]([NH:8][c:9]2[c:10]([F:23])[cH:11][c:12]([CH:16]3[CH2:17][CH2:18][NH:19][CH2:20][CH2:21]3)[c:13]([CH3:15])[cH:14]2)[n:6][cH:7]1. Reactants: CC(C)(C)OC(=O)N1CCC(NCc2ccccc2)C(F)C1, CO, O=C[O-], [NH4+]. Product: CC(C)(C)OC(=O)N1CCC(N)C(F)C1. RXN SMILES: [C:1]([CH3:2])([CH3:3])([CH3:4])[O:5][C:6](=[O:7])[N:8]1[CH2:9][CH:10]([F:22])[CH:11]([NH:14][CH2:15][c:16]2[cH:17][cH:18][cH:19][cH:20][cH:21]2)[CH2:12][CH2:13]1.[CH3:27][OH:28].[CH:23]([O-:24])=[O:25].[NH4+:26]>>[C:1]([CH3:2])([CH3:3])([CH3:4])[O:5][C:6](=[O:7])[N:8]1[CH2:9][CH:10]([F:22])[CH:11]([NH2:14])[CH2:12][CH2:13]1.